This data is from the Open Reaction Database (ORD), a public repository of structured organic reaction records. The task is: describe an organic reaction: reactants, conditions, products, and yield The reactants are OCCCBr, C1CCOC1, Cc1cccc2[nH]c(=O)oc12, CCOC(=O)N=NC(=O)OCC, c1ccc(P(c2ccccc2)c2ccccc2)cc1. Product: Cc1cccc2c1oc(=O)n2CCCBr. Reaction SMILES: [Br:12][CH2:13][CH2:14][CH2:15][OH:16].[CH2:48]1[O:49][CH2:50][CH2:51][CH2:52]1.[CH3:1][c:2]1[cH:3][cH:4][cH:5][c:6]2[nH:7][c:8](=[O:11])[o:9][c:10]12.[O:17]=[C:18]([O:19][CH2:20][CH3:21])[N:22]=[N:23][C:24]([O:25][CH2:26][CH3:27])=[O:28].[c:29]1([P:30]([c:31]2[cH:32][cH:33][cH:34][cH:35][cH:36]2)[c:37]2[cH:38][cH:39][cH:40][cH:41][cH:42]2)[cH:43][cH:44][cH:45][cH:46][cH:47]1>>[CH3:1][c:2]1[cH:3][cH:4][cH:5][c:6]2[n:7]([CH2:15][CH2:14][CH2:13][Br:12])[c:8](=[O:11])[o:9][c:10]12. The reactants are C(C)(C)(C)NS(=O)(=O)C1=C(C=C(C=C1)N)C(=O)OC (N-tert-butyl4-amino-2-methoxycarbonylbenzenesulfonamide), COC(N(C)C)OC (N,N-dimethylformamide dimethyl acetal), CN(C=O)C (N,N-dimethylformamide). Conditions: temperature 55 celsius. Yields the product C(C)(C)(C)NS(=O)(=O)C1=C(C=CC(=C1)N=CN(C)C)C(=O)OC (N-tert-butyl-2-methoxycarbonyl-5-(2-dimethylamino-1-azaethenyl)benzenesulfonamide). As a reaction SMILES: [C:1]([NH:5][S:6]([C:9]1[CH:14]=[CH:13][C:12](N)=[CH:11][C:10]=1[C:16]([O:18][CH3:19])=[O:17])(=[O:8])=[O:7])([CH3:4])([CH3:3])[CH3:2].CO[CH:22](OC)[N:23]([CH3:25])[CH3:24].C[N:29](C)C=O>>[C:1]([NH:5][S:6]([C:9]1[CH:14]=[C:13]([N:29]=[CH:22][N:23]([CH3:25])[CH3:24])[CH:12]=[CH:11][C:10]=1[C:16]([O:18][CH3:19])=[O:17])(=[O:8])=[O:7])([CH3:4])([CH3:3])[CH3:2]. Reported procedure: A mixture of 3.15 g of N-tert-butyl4-amino-2-methoxycarbonylbenzenesulfonamide, 2.2 ml of N,N-dimethylformamide dimethyl acetal and 60 ml of N,N-dimethylformamide is stirred at 50-60° C. until the reaction has ended. The volatile components are then distilled off under reduced pressure. The residue is washed with a little diisopropyl ether. This yields 3.52 g of the desired amidine derivative. Starting materials: [Al+3], CC(CCN1C(=O)c2ccccc2C1=O)Cc1ccccc1, [Cl-], [Cl-], [Cl-], CC(Cl)Cl, O=C1CCC(=O)O1, O. The product is CC(CCN1C(=O)c2ccccc2C1=O)Cc1ccc(C(=O)CCC(=O)O)cc1. As a reaction SMILES: [Al+3:2].[CH3:9][CH:10]([CH2:11][c:12]1[cH:13][cH:14][cH:15][cH:16][cH:17]1)[CH2:18][CH2:19][N:20]1[C:21](=[O:30])[c:22]2[c:23]([cH:26][cH:27][cH:28][cH:29]2)[C:24]1=[O:25].[Cl-:1].[Cl-:3].[Cl-:4].[Cl:5][CH:6]([Cl:7])[CH3:8].[O:31]=[C:32]1[CH2:33][CH2:34][C:35](=[O:36])[O:37]1.[OH2:38]>>[CH3:9][CH:10]([CH2:11][c:12]1[cH:13][cH:14][c:15]([C:35]([CH2:34][CH2:33][C:32](=[O:31])[OH:37])=[O:36])[cH:16][cH:17]1)[CH2:18][CH2:19][N:20]1[C:21](=[O:30])[c:22]2[c:23]([cH:26][cH:27][cH:28][cH:29]2)[C:24]1=[O:25]. Starting materials: C1CCOC1, CC(C)(C)[O-], CCOCC, COC(=O)CCC(C(N)=O)N1Cc2c(OCc3cc(Cl)cc(Cl)c3)cccc2C1=O, Cl, [K+]. Yields the product O=C1CCC(N2Cc3c(OCc4cc(Cl)cc(Cl)c4)cccc3C2=O)C(=O)N1. Reaction SMILES: [CH2:43]1[O:44][CH2:45][CH2:46][CH2:47]1.[CH3:1][C:2]([CH3:3])([O-:4])[CH3:5].[CH3:38][CH2:39][O:40][CH2:41][CH3:42].[CH3:7][O:8][C:9]([CH2:10][CH2:11][CH:12]([N:13]1[C:14](=[O:32])[c:15]2[cH:16][cH:17][cH:18][c:19]([O:22][CH2:23][c:24]3[cH:25][c:26]([Cl:31])[cH:27][c:28]([Cl:30])[cH:29]3)[c:20]2[CH2:21]1)[C:33]([NH2:34])=[O:35])=[O:36].[ClH:37].[K+:6]>>[O:8]=[C:9]1[CH2:10][CH2:11][CH:12]([N:13]2[C:14](=[O:32])[c:15]3[cH:16][cH:17][cH:18][c:19]([O:22][CH2:23][c:24]4[cH:25][c:26]([Cl:31])[cH:27][c:28]([Cl:30])[cH:29]4)[c:20]3[CH2:21]2)[C:33](=[O:35])[NH:34]1. Reactants: C(C)(=O)O[BH-](OC(C)=O)OC(C)=O.[Na+] (sodium triacetoxyborohydride), FC1=C(C=O)C=C(C=C1)CCO (2-fluoro-5-(2-hydroxyethyl)benzaldehyde), C(C)(=O)O[BH-](OC(C)=O)OC(C)=O.[Na+] (Sodium triacetoxyborohydride), FC1=C(C=O)C=C(C=C1)CCO (2-fluoro-5-(2-hydroxyethyl)benzaldehyde), FC(C(=O)O)(F)F.C(C)(C)C=1SC=C(N1)C(=O)N1CCOC2(C1)CCNCC2 ((2-Isopropylthiazol-4-yl)(1-oxa-4,9-diazaspiro[5.5]undecan-4-yl)methanone trifluoroacetate), C(C)(=O)O (acetic acid). Run in C(C)(=O)OCC (ethyl acetate), CN1CCCC1=O (NMP). Conditions: time 16 hour. The product is FC1=C(CN2CCC3(CN(CCO3)C(=O)C=3N=C(SC3)C(C)C)CC2)C=C(C=C1)CCO ((9-(2-Fluoro-5-(2-hydroxyethyl)benzyl)-1-oxa-4,9-diazaspiro[5.5]undecan-4-yl)(2-isopropylthiazol-4-yl)methanone). Reaction SMILES: C(O[BH-](OC(=O)C)OC(=O)C)(=O)C.[Na+].[F:15][C:16]1[CH:23]=[CH:22][C:21]([CH2:24][CH2:25][OH:26])=[CH:20][C:17]=1[CH:18]=O.FC(F)(F)C(O)=O.[CH:34]([C:37]1[S:38][CH:39]=[C:40]([C:42]([N:44]2[CH2:49][C:48]3([CH2:54][CH2:53][NH:52][CH2:51][CH2:50]3)[O:47][CH2:46][CH2:45]2)=[O:43])[N:41]=1)([CH3:36])[CH3:35].C(O)(=O)C>CN1C(=O)CCC1.C(OCC)(=O)C>[F:15][C:16]1[CH:23]=[CH:22][C:21]([CH2:24][CH2:25][OH:26])=[CH:20][C:17]=1[CH2:18][N:52]1[CH2:53][CH2:54][C:48]2([O:47][CH2:46][CH2:45][N:44]([C:42]([C:40]3[N:41]=[C:37]([CH:34]([CH3:35])[CH3:36])[S:38][CH:39]=3)=[O:43])[CH2:49]2)[CH2:50][CH2:51]1 |f:0.1,3.4|. Procedure: Sodium triacetoxyborohydride (0.339 g) was added to a stirred solution of 2-fluoro-5-(2-hydroxyethyl)benzaldehyde (example 40, step a) (0.135 g), (2-isopropylthiazol-4-yl)(1-oxa-4,9-diazaspiro[5.5]undecan-4-yl)methanone trifluoroacetate (example 22, step b) (0.339 g) and acetic acid (0.046 mL) in NMP (7 mL). After 16 h, more 2-fluoro-5-(2-hydroxyethyl)benzaldehyde (example 40, step a) (0.135 g) was added followed by sodium triacetoxyborohydride (0.339 g). After 2 h, the reaction mixture was dilu... Starting materials: O(C)N(C(C=1C(N)=CC=CC1)=O)C (anthranilic acid N-methoxyl-N-methylamide), BrC=1C=C(OC)C=CC1N (m-bromoanisidine), [Li]CCCC (nBuLi), hexanes, Cl (hydrochloric acid). The solvent is C1CCOC1 (THF). Reaction conditions: temperature -78 celsius, time 20 minute. Yields the product hexanes ethyl acetate, NC1=C(C(=O)C2=CC(=CC=C2)OC)C=CC=C1 (2-amino-3'-methoxybenzophenone). Isolated yield 74.0%. Reaction SMILES: O(N(C)[C:4](=[O:12])[C:5]1[C:6](=[CH:8][CH:9]=[CH:10][CH:11]=1)[NH2:7])C.Br[C:15]1[CH:16]=[C:17]([CH:20]=[CH:21][C:22]=1N)[O:18][CH3:19].[Li]CCCC.Cl>C1COCC1>[NH2:7][C:6]1[CH:8]=[CH:9][CH:10]=[CH:11][C:5]=1[C:4]([C:15]1[CH:22]=[CH:21][CH:20]=[C:17]([O:18][CH3:19])[CH:16]=1)=[O:12]. Procedure: In a flame-dried round bottom flask, anthranilic acid N-methoxyl-N-methylamide (8.00 g, 44.4 mmol) and m-bromoanisidine (8.31 g, 44.4 g) were dissolved in 250 mL of THF and the resulting solution was cooled to -78° C. With vigorous stirring, 2 equiv of nBuLi in hexanes (55.5 mL, 1.6 M, 88.8 mmol) was added dropwise by a syringe pump at 0.6 mL/min. After 20 min, 80 mL of 1 N hydrochloric acid was carefully added, the mixture was extracted with ethyl acetate (600 mL), and the ethyl acetate was was... Procedure details: To a mixture of tert-butanol (46 mL) and water (46 mL) was added AD-mix-β (18.6 g). The mixture was cooled to 0° C. 4-Methylene-6-chloro-8-difluoromethoxychromane (3.2 g 12.97 mmol, see step (vi) above) in tert-butanol (11 mL) and water (11 mL) was added. The mixture was stirred at 0° C. for 24 h. Sodium sulfite (19.0 g, 150.74 mmol) was added, and the mixture was allowed to warm to room temperature and stirred for 1 h. The layers were separated and the aqueous phase was extracted with EtOAc (2×... Yields the product O[C@@]1(CCOC2=C(C=C(C=C12)Cl)OC(F)F)CO ((R)-4-Hydroxy-4-hydroxymethyl-6-chloro-8-difluoromethoxychromane). RXN SMILES: CC[C@@H]1[C@@H]2C[C@H]([C@@H](OC3C4C(=CC=CC=4)C(O[C@@H](C4C=CN=C5C=4C=C(OC)C=C5)[C@@H]4N5C[C@H](CC)[C@@H](CC5)C4)=NN=3)C3C=CN=C4C=3C=C([O:22]C)C=C4)N(CC2)C1.C=C1C2[C:64](=[C:65]([O:71][CH:72]([F:74])[F:73])[CH:66]=[C:67]([Cl:70])[CH:68]=2)[O:63][CH2:62]C1.S([O-])([O-])=O.[Na+].[Na+].[C:81]([OH:85])([CH3:84])([CH3:83])[CH3:82]>O>[OH:85][C@@:81]1([CH2:84][OH:22])[C:83]2[C:64](=[C:65]([O:71][CH:72]([F:74])[F:73])[CH:66]=[C:67]([Cl:70])[CH:68]=2)[O:63][CH2:62][CH2:82]1 |f:2.3.4|. Run at temperature 0 celsius, time 24 hour. The reactants are CC[C@H]1CN2CC[C@H]1C[C@@H]2[C@H](C3=C4C=C(C=CC4=NC=C3)OC)OC5=NN=C(C6=CC=CC=C65)O[C@H]([C@H]7C[C@@H]8CCN7C[C@@H]8CC)C9=C1C=C(C=CC1=NC=C9)OC (AD-mix-β), C=C1CCOC2=C(C=C(C=C12)Cl)OC(F)F (4-Methylene-6-chloro-8-difluoromethoxychromane), C(C)(C)(C)O (tert-butanol), C(C)(C)(C)O (tert-butanol), S(=O)([O-])[O-].[Na+].[Na+] (Sodium sulfite). Isolated yield 88.0%. Run in O (water), O (water). Reactants: C(C(C)C)C1(N=CC2=CC=CC=C2C1)C (3-isobutyl-3-methyl-3,4-dihydroisoquinoline), [BH4-].[Na+] (sodium borohydride), CO (methanol), Cl (hydrochloric acid). Conditions: time 5 minute. The product is C(C(C)C)C1NCC2=CC(=CC=C2C1)C (3-isobutyl-7-methyl-1,2,3,4-tetrahydroisoquinoline). The yield is 96.0%. RXN SMILES: [CH2:1]([C:5]1(C)[CH2:14][C:13]2[C:8](=[CH:9][CH:10]=[CH:11][CH:12]=2)[CH:7]=[N:6]1)[CH:2]([CH3:4])[CH3:3].[BH4-].[Na+].Cl.[CH3:19]O>>[CH2:1]([CH:5]1[CH2:14][C:13]2[C:8](=[CH:9][C:10]([CH3:19])=[CH:11][CH:12]=2)[CH2:7][NH:6]1)[CH:2]([CH3:3])[CH3:4] |f:1.2|. Procedure: To a solution of 24.5 mg of 3-isobutyl-3-methyl-3,4-dihydroisoquinoline in methanol (1 mL) was added 4.5 mg of sodium borohydride, followed by stirring at room temperature for 5 minutes. After completion of the reaction, to the reaction liquid was added 2N hydrochloric acid, followed by drying under reduced pressure, and a saturated aqueous sodium bicarbonate solution was added thereto, followed by extraction with ethyl acetate. The organic layer was washed with brine and then dried over anhydro... The reactants are [OH-].[Sr+2].[OH-] (strontium hydroxide), B(O)(O)O (boric acid). The product is B([O-])([O-])[O-].B([O-])([O-])[O-].B([O-])([O-])[O-].B([O-])([O-])[O-].B([O-])([O-])[O-].B([O-])([O-])[O-].[Sr+2].[Sr+2].[Sr+2].[Sr+2].[Sr+2].[Sr+2].[Sr+2].[Sr+2].[Sr+2] (strontium hexaborate). RXN SMILES: [OH-].[Sr+2:2].[OH-].[B:4]([OH:7])([OH:6])[OH:5]>>[B:4]([O-:7])([O-:6])[O-:5].[B:4]([O-:7])([O-:6])[O-:5].[B:4]([O-:7])([O-:6])[O-:5].[B:4]([O-:7])([O-:6])[O-:5].[B:4]([O-:7])([O-:6])[O-:5].[B:4]([O-:7])([O-:6])[O-:5].[Sr+2:2].[Sr+2:2].[Sr+2:2].[Sr+2:2].[Sr+2:2].[Sr+2:2].[Sr+2:2].[Sr+2:2].[Sr+2:2] |f:0.1.2,4.5.6.7.8.9.10.11.12.13.14.15.16.17.18|. Procedure details: The starting phosphor is first washed in a solution, preferably saturated solution of strontium hydroxide. This is generally done in a number of wash steps to produce a first washed phosphor. The washing is done primarily to remove residual boric acid which is present on the surface of the phosphor particles as a result of the phosphor manufacturing process. In this washing step, strontium hydroxide reacts with the boric acid to produce strontium hexaborate which is more soluble than the stronti...